From a dataset of the Open Reaction Database (ORD), a public repository of structured organic reaction records. describe an organic reaction: reactants, conditions, products, and yield The reactants are CCOC(=O)C=C(C)C=Cc1ccc(C(F)(F)F)cc1, Cc1ccccc1. The product is CC(C=Cc1ccc(C(F)(F)F)cc1)=CCO. RXN SMILES: [CH3:1][C:2](=[CH:3][C:4](=[O:5])[O:6][CH2:7][CH3:8])[CH:9]=[CH:10][c:11]1[cH:12][cH:13][c:14]([C:17]([F:18])([F:19])[F:20])[cH:15][cH:16]1.[CH3:21][c:22]1[cH:23][cH:24][cH:25][cH:26][cH:27]1>>[CH3:1][C:2](=[CH:3][CH2:4][OH:5])[CH:9]=[CH:10][c:11]1[cH:12][cH:13][c:14]([C:17]([F:18])([F:19])[F:20])[cH:15][cH:16]1.